Dataset: the Open Reaction Database (ORD), a public repository of structured organic reaction records. Task: describe an organic reaction: reactants, conditions, products, and yield Starting materials: C(C)B(OC)CC (Diethyl methoxy borane), [BH4-].[Na+] (sodium borohydride), ClC[C@H](CC(CC(=O)OCC)=O)O ((S)-ethyl 6-chloro-5-hydroxy-3-oxohexanoate). Run in O1CCCC1 (tetrahydrofuran), CO (methanol). Conditions: time 2 hour. The product is ClC[C@H](C[C@H](CC(=O)OCC)O)O ((3R,5S)-ethyl 6-chloro-3,5-dihydroxyhexanoate). Reaction SMILES: C(B(CC)OC)C.[BH4-].[Na+].[Cl:10][CH2:11][C@@H:12]([OH:22])[CH2:13][C:14](=[O:21])[CH2:15][C:16]([O:18][CH2:19][CH3:20])=[O:17]>O1CCCC1.CO>[Cl:10][CH2:11][C@@H:12]([OH:22])[CH2:13][C@@H:14]([OH:21])[CH2:15][C:16]([O:18][CH2:19][CH3:20])=[O:17] |f:1.2|. Procedure details: Diethyl methoxy borane (88 ml) followed by sodium borohydride (16 grams) was added to a pre-cooled mixture of (S)-ethyl 6-chloro-5-hydroxy-3-oxohexanoate (110 grams) in tetrahydrofuran (550 ml) and methanol (220 ml) at −75° C. under nitrogen atmosphere and stirred for 2 hrs. The reaction mixture was quenched with 50% hydrogen peroxide at 0° C. The reaction mixture was extracted into methylene chloride and washed it with 10% sodium bicarbonate followed by saturated sodium chloride solution. The m... Yields the product ClC1=C2C(=NC=C1C(C)=O)N(C=C2)COCC[Si](C)(C)C (1-(4-Chloro-1-{[2-(trimethylsilyl)ethoxy]methyl}-1H-pyrrolo[2,3-b]pyridin-5-yl)ethanone). Conditions: time 2 hour. Starting materials: C[Mg]Br.C(C)OCC (Methylmagnesium bromide diethyl ether), ClC1=C2C(=NC=C1C=O)N(C=C2)COCC[Si](C)(C)C (4-chloro-1-{[2-(trimethylsilyl)ethoxy]methyl}-1H-pyrrolo[2,3-b]pyridine-5-carbaldehyde), O (water), [Cl-].[NH4+] (ammonium chloride). Reagents/catalysts: [O-2].[O-2].[Mn+4] (manganese dioxide), [O-2].[O-2].[Mn+4] (manganese dioxide). Isolated yield 60.6%. Procedure details: Methylmagnesium bromide-diethyl ether solution (3.0 M, 10 mL, 30 mmol) was added dropwise to 4-chloro-1-{[2-(trimethylsilyl)ethoxy]methyl}-1H-pyrrolo[2,3-b]pyridine-5-carbaldehyde (4.89 g, 15.7 mmol) obtained in Reference Synthetic Exampleb 55 in tetrahydrofuran (50 mL) under cooling with ice, and the reaction mixture was stirred for 2 hours. After dropwise addition of water and addition of saturated aqueous ammonium chloride, the reaction mixture was extracted with ethyl acetate, and the organi... As a reaction SMILES: C[Mg]Br.[CH2:4](OCC)C.[Cl:9][C:10]1[C:15]([CH:16]=[O:17])=[CH:14][N:13]=[C:12]2[N:18]([CH2:21][O:22][CH2:23][CH2:24][Si:25]([CH3:28])([CH3:27])[CH3:26])[CH:19]=[CH:20][C:11]=12.O.[Cl-].[NH4+]>O1CCCC1.[O-2].[O-2].[Mn+4]>[Cl:9][C:10]1[C:15]([C:16](=[O:17])[CH3:4])=[CH:14][N:13]=[C:12]2[N:18]([CH2:21][O:22][CH2:23][CH2:24][Si:25]([CH3:28])([CH3:27])[CH3:26])[CH:19]=[CH:20][C:11]=12 |f:0.1,4.5,7.8.9|. Run in O1CCCC1 (tetrahydrofuran). Reactants: C(C)(=O)OCC (ethyl acetate), BrC1=C(C(=O)OC)C=C(C=C1)[N+](=O)[O-] (methyl 2-bromo-5-nitrobenzoate), CCCCCC (hexane), [F-].[Cs+] (cesium fluoride), C1(=C(C(=CC(=C1)C)C)B(O)O)C (mesitylboronic acid). The reagents and catalysts are C=1C=CC(=CC1)[P](C=2C=CC=CC2)(C=3C=CC=CC3)[Pd]([P](C=4C=CC=CC4)(C=5C=CC=CC5)C=6C=CC=CC6)([P](C=7C=CC=CC7)(C=8C=CC=CC8)C=9C=CC=CC9)[P](C=1C=CC=CC1)(C=1C=CC=CC1)C=1C=CC=CC1 (tetrakis(triphenylphosphine)palladium(0)). The solvent is C(OC)COC (dimethoxyethane). Yields the product COC(=O)C=1C(=CC=CC1[N+](=O)[O-])C1=C(C=C(C=C1C)C)C (2',4',6'-Trimethyl-3-nitro-biphenyl-2-carboxylic acid methyl ester). As a reaction SMILES: Br[C:2]1[CH:11]=[CH:10][C:9]([N+:12]([O-:14])=[O:13])=[CH:8][C:3]=1[C:4](OC)=O.[F-].[Cs+].[C:17]1([CH3:28])[CH:22]=[C:21](C)[CH:20]=[C:19]([CH3:24])[C:18]=1B(O)O.CCCCCC.[C:35]([O:38][CH2:39]C)(=[O:37])C>C(COC)OC.C1C=CC([P]([Pd]([P](C2C=CC=CC=2)(C2C=CC=CC=2)C2C=CC=CC=2)([P](C2C=CC=CC=2)(C2C=CC=CC=2)C2C=CC=CC=2)[P](C2C=CC=CC=2)(C2C=CC=CC=2)C2C=CC=CC=2)(C2C=CC=CC=2)C2C=CC=CC=2)=CC=1>[CH3:39][O:38][C:35]([C:8]1[C:3]([C:4]2[C:21]([CH3:22])=[CH:20][C:19]([CH3:24])=[CH:18][C:17]=2[CH3:28])=[CH:2][CH:11]=[CH:10][C:9]=1[N+:12]([O-:14])=[O:13])=[O:37] |f:1.2,^1:50,52,71,90|. Procedure: Under a nitrogen atmosphere in 20 ml of anhydrous dimethoxyethane (DME) was combined 1.44 g (5.54 mmol) of methyl 2-bromo-5-nitrobenzoate 1.68 g (11.1 mmol) of cesium fluoride and 192 mg of tetrakis(triphenylphosphine)palladium(0). The reaction was stirred for 5 minutes, at which point 1.00 g (6.09) of mesitylboronic acid was added. The solution was heated to reflux for 20 hours, and was then cooled and fractionated on silica gel using 6:1 hexane: ethyl acetate (EtOAc) to afford, after concentra... Product: OC1=C(C=C(C=C1)N1C(=CC=2C3=C(CCC12)C=CC=C3)C3=CC=CC=C3)C(=O)OC (4,5-Dihydro-3-(4-hydroxy-3-methoxycarbonylphenyl)-2-phenylbenz[e]indole). Procedure: Hydrogen chloride gas was bubbled through a stirred, boiling mixture of 30.0 g. (0.08 mole) of 3-(3-carboxy-4-hydroxyphenyl)-4,5-dihydro-2-phenylbenz[e]indole and 790 ml. of methanol for 1 hour. The mixture was stirred under reflux for 6 hours, cooled and filtered to provide 28.4 g. (91%) of solid. Recrystallization from acetonitrile gave colorless crystals, m.p. 164.5°-165.5°. Reactants: C(=O)(O)C=1C=C(C=CC1O)N1C(=CC=2C3=C(CCC12)C=CC=C3)C3=CC=CC=C3 (3-(3-carboxy-4-hydroxyphenyl)-4,5-dihydro-2-phenylbenz[e]indole), solid, CO (methanol). As a reaction SMILES: [C:1]([C:4]1[CH:5]=[C:6]([N:11]2[C:19]3[CH2:18][CH2:17][C:16]4[CH:20]=[CH:21][CH:22]=[CH:23][C:15]=4[C:14]=3[CH:13]=[C:12]2[C:24]2[CH:29]=[CH:28][CH:27]=[CH:26][CH:25]=2)[CH:7]=[CH:8][C:9]=1[OH:10])([OH:3])=[O:2].[CH3:30]O>>[OH:10][C:9]1[CH:8]=[CH:7][C:6]([N:11]2[C:19]3[CH2:18][CH2:17][C:16]4[CH:20]=[CH:21][CH:22]=[CH:23][C:15]=4[C:14]=3[CH:13]=[C:12]2[C:24]2[CH:29]=[CH:28][CH:27]=[CH:26][CH:25]=2)=[CH:5][C:4]=1[C:1]([O:3][CH3:30])=[O:2].